This data is from the Open Reaction Database (ORD), a public repository of structured organic reaction records. The task is: describe an organic reaction: reactants, conditions, products, and yield The product is C1(=CC=CC=C1)CC(=O)N1CC2C(C1)COC2 (5-phenylacetyl-hexahydro-1H-furo(3,4-c)pyrrole). Starting materials: C1(=CC=CC=C1)CC(=O)Cl (Phenylacetyl chloride), C1(=CC=CC=C1)CC(=O)Cl (phenylacetyl chloride), Cl.C1OCC2C1CNC2 (hexahydro-1H-furo(3,4-c)pyrrole hydrochloride), [OH-].[Na+] (sodium hydroxide). Yield: 83.7%. As a reaction SMILES: [C:1]1([CH2:7][C:8](Cl)=[O:9])[CH:6]=[CH:5][CH:4]=[CH:3][CH:2]=1.Cl.[CH2:12]1[CH:16]2[CH2:17][NH:18][CH2:19][CH:15]2[CH2:14][O:13]1.[OH-].[Na+]>>[C:1]1([CH2:7][C:8]([N:18]2[CH2:19][CH:15]3[CH2:14][O:13][CH2:12][CH:16]3[CH2:17]2)=[O:9])[CH:6]=[CH:5][CH:4]=[CH:3][CH:2]=1 |f:1.2,3.4|. Reported procedure: Phenylacetyl chloride (15.46 grams, 0.1 mole), Aldrich Chemical Co., Inc., Milwaukee, Wisconsin, was slowly added to a mixture of hexahydro-1H-furo(3,4-c)pyrrole hydrochloride (14.96 grams, 0.1 mole) and 300 ml aqueous sodium hydroxide (10.0 grams, 0.25 mole NaOH in water) at 10°C. After the phenylacetyl chloride addition, the ice bath was removed and the reaction mixture was stirred for 1.5 hours. The reaction mixture was extracted with diethyl ether (4 × 200 ml) and the extract treated with DA... Reaction conditions: time 1.5 hour.